From a dataset of the Open Reaction Database (ORD), a public repository of structured organic reaction records. describe an organic reaction: reactants, conditions, products, and yield Starting materials: CS(=O)(=O)Cl, Nc1cc(Br)cnc1Cl, c1ccncc1. The product is CS(=O)(=O)Nc1cc(Br)cnc1Cl. Reaction SMILES: [CH3:10][S:11]([Cl:12])(=[O:13])=[O:14].[NH2:1][c:2]1[c:3]([Cl:9])[n:4][cH:5][c:6]([Br:8])[cH:7]1.[cH:15]1[cH:16][cH:17][n:18][cH:19][cH:20]1>>[NH:1]([c:2]1[c:3]([Cl:9])[n:4][cH:5][c:6]([Br:8])[cH:7]1)[S:11]([CH3:10])(=[O:13])=[O:14]. The reactants are ice, Cl (hydrochloric acid), N(=O)[O-].[Na+] (sodium nitrite), P(=O)(O)(O)P(=O)(O)O (hypophosphoric acid), BrC1=CC(=C(N)C(=C1)C)OC (4-bromo-2-methoxy-6-methylaniline). Run in O (water), C(C)(=O)O (acetic acid), O (water). Run at time 30 minute. The product is BrC1=CC(=CC(=C1)C)OC (1-Bromo-3-methoxy-5-methylbenzene). Reaction SMILES: [Br:1][C:2]1[CH:8]=[C:7]([CH3:9])[C:5](N)=[C:4]([O:10][CH3:11])[CH:3]=1.Cl.N([O-])=O.[Na+].P(P(O)(O)=O)(O)(O)=O>C(O)(=O)C.O>[Br:1][C:2]1[CH:8]=[C:7]([CH3:9])[CH:5]=[C:4]([O:10][CH3:11])[CH:3]=1 |f:2.3|. Procedure details: The reaction is performed in a water/ice bath. 500 mg (2.31 mmol, 1 eq) of 4-bromo-2-methoxy-6-methylaniline is dissolved in a mixture of 7 ml of acetic acid and 3 ml of water, followed by adding 0.8 ml of concentrated hydrochloric acid (37%) and 207 mg (3.00 mmol, 1.5 eq) of sodium nitrite dissolved in 1 ml of water. The mixture is stirred for 30 min and subsequently added to 8 ml of ice-cooled 50% by weight hypophosphoric acid. The reaction is stirred at 0° C. for 8 hours and allowed to stand ... Reactants: C(C)C(CC)(C1=CC(=C(C=C1)B1OC(C(O1)(C)C)(C)C)C)C1=CC(=C(C=C1)/C=C/C1(CCCCC1)O)C (1-[(E)-2-(4-{1-ethyl-1-[3-methyl-4-(4,4,5,5-tetramethyl-[1,3,2]dioxaborolan-2-yl)-phenyl]-propyl}-2-methyl-phenyl)-vinyl]-cyclohexanol), COC(CC=1C=NC=C(C1)Br)=O ((5-bromo-pyridin-3-yl)acetic acid methyl ester), tetrakistriphenylphosphine palladium, P(=O)([O-])([O-])[O-].[K+].[K+].[K+] (potassium phosphate), CN(C=O)C (N,N-dimethylformamide). Conditions: temperature 140 celsius. Product: C(C)OC(CC=1C=NC=C(C1)C1=C(C=C(C=C1)C(CC)(C1=CC(=C(C=C1)\C=C\C1(CCCCC1)O)C)CC)C)=O ({5-[4-(1-ethyl-1-{4-[(E)-2-(1-hydroxy-cyclohexyl)-vinyl]-3-methyl-phenyl}-propyl)-2-methyl-phenyl]-pyridin-3-yl}-acetic Acid Ethyl Ester). Isolated yield 91.0%. RXN SMILES: [CH2:1]([C:3]([C:22]1[CH:27]=[CH:26][C:25](/[CH:28]=[CH:29]/[C:30]2([OH:36])[CH2:35][CH2:34][CH2:33][CH2:32][CH2:31]2)=[C:24]([CH3:37])[CH:23]=1)([C:6]1[CH:11]=[CH:10][C:9](B2OC(C)(C)C(C)(C)O2)=[C:8]([CH3:21])[CH:7]=1)[CH2:4][CH3:5])[CH3:2].[CH3:38][O:39][C:40](=[O:49])[CH2:41][C:42]1[CH:43]=[N:44][CH:45]=[C:46](Br)[CH:47]=1.P([O-])([O-])([O-])=O.[K+].[K+].[K+].[CH3:58]N(C)C=O>>[CH2:38]([O:39][C:40](=[O:49])[CH2:41][C:42]1[CH:43]=[N:44][CH:45]=[C:46]([C:9]2[CH:10]=[CH:11][C:6]([C:3]([CH2:4][CH3:5])([C:22]3[CH:27]=[CH:26][C:25](/[CH:28]=[CH:29]/[C:30]4([OH:36])[CH2:31][CH2:32][CH2:33][CH2:34][CH2:35]4)=[C:24]([CH3:37])[CH:23]=3)[CH2:1][CH3:2])=[CH:7][C:8]=2[CH3:21])[CH:47]=1)[CH3:58] |f:2.3.4.5|. Reported procedure: A solution of 1-[(E)-2-(4-{1-ethyl-1-[3-methyl-4-(4,4,5,5-tetramethyl-[1,3,2]dioxaborolan-2-yl)-phenyl]-propyl}-2-methyl-phenyl)-vinyl]-cyclohexanol (Example 36-(3); 0.05 g, 0.0994 mmol), (5-bromo-pyridin-3-yl)acetic acid methyl ester (Example 24-(2); 34.3 mg, 0.14 mmol), tetrakistriphenylphosphine palladium (16.0 mg, 0.0139 mmol) and potassium phosphate (31.7 mg, 0.14 mmol) in N,N-dimethylformamide (0.27 mL) was stirred with microwave heating at 140° C. for 10 minutes. The reaction mixture was ... Reactants: FC1=C(C#N)C=CC(=C1)C(C=1N(C=NC1)C)O (2-Fluoro-4-[hydroxy-(3-methyl-3H-imidazol-4-yl)-methyl]-benzonitrile), CC#N (CH3CN). Reagents/catalysts: O=[Mn]=O (MnO2). Run in C(Cl)Cl (CH2Cl2). The product is FC1=C(C#N)C=CC(=C1)C(=O)C=1N(C=NC1)C (2-Fluoro-4-(3-methyl-3H-imidazole-4-carbonyl)-benzonitrile). Reaction SMILES: [F:1][C:2]1[CH:9]=[C:8]([CH:10]([OH:17])[C:11]2[N:12]([CH3:16])[CH:13]=[N:14][CH:15]=2)[CH:7]=[CH:6][C:3]=1[C:4]#[N:5].CC#N>C(Cl)Cl.O=[Mn]=O>[F:1][C:2]1[CH:9]=[C:8]([C:10]([C:11]2[N:12]([CH3:16])[CH:13]=[N:14][CH:15]=2)=[O:17])[CH:7]=[CH:6][C:3]=1[C:4]#[N:5]. Reported procedure: 2-Fluoro-4-[hydroxy-(3-methyl-3H-imidazol-4-yl)-methyl]-benzonitrile (as described in Example 22, Step E) (0.655 g, 2.83 mmol) and MnO2 (1.23 g, 14.2 mmol) were stirred in CH2Cl2 (50 mL) and CH3CN (5 mL) for 72 h. The solution was filtered and concentrated to yield the title compound. The reactants are CC(C)(C)OC(=O)N(CCOc1cc(Cl)cc(C(=O)O)c1)c1ccncc1, COC(=O)CCNc1ccccc1, CN(C)c1ccncc1, CCN(C(C)C)C(C)C, O=C(Cl)C(=O)Cl, ClCCl, CN(C)C=O. The product is COC(=O)CCN(C(=O)c1cc(Cl)cc(OCCN(C(=O)OC(C)(C)C)c2ccncc2)c1)c1ccccc1. Reaction SMILES: [C:7]([CH3:8])([CH3:9])([CH3:10])[O:11][C:12](=[O:13])[N:14]([CH2:15][CH2:16][O:17][c:18]1[cH:19][c:20]([C:21](=[O:22])[OH:23])[cH:24][c:25]([Cl:27])[cH:26]1)[c:28]1[cH:29][cH:30][n:31][cH:32][cH:33]1.[CH3:34][O:35][C:36]([CH2:37][CH2:38][NH:39][c:40]1[cH:41][cH:42][cH:43][cH:44][cH:45]1)=[O:46].[CH3:59][N:60]([c:61]1[cH:62][cH:63][n:64][cH:65][cH:66]1)[CH3:67].[CH:47]([N:48]([CH2:49][CH3:50])[CH:51]([CH3:52])[CH3:53])([CH3:54])[CH3:55].[Cl:1][C:2]([C:3]([Cl:4])=[O:5])=[O:6].[Cl:56][CH2:57][Cl:58].[O:68]=[CH:69][N:70]([CH3:71])[CH3:72]>>[C:7]([CH3:8])([CH3:9])([CH3:10])[O:11][C:12](=[O:13])[N:14]([CH2:15][CH2:16][O:17][c:18]1[cH:19][c:20]([C:21](=[O:23])[N:39]([CH2:38][CH2:37][C:36]([O:35][CH3:34])=[O:46])[c:40]2[cH:41][cH:42][cH:43][cH:44][cH:45]2)[cH:24][c:25]([Cl:27])[cH:26]1)[c:28]1[cH:29][cH:30][n:31][cH:32][cH:33]1. Reactants: CC(C)(C)[O-].[K+] (KOtBu), C(C1=CC=CC=C1)OC1=CC=C(C=C1)C(CNC(CCl)=O)O (N-[2-(4-benzyloxy-phenyl)-2-hydroxy-ethyl]-2-chloro-acetamide). Run in CC(C)(CC)O (2-methyl-2-butanol), C1CCOC1 (THF). Reaction conditions: time 1 hour. Yields the product C(C1=CC=CC=C1)OC1=CC=C(C=C1)C1OCC(NC1)=O (6-(4-benzyloxy-phenyl)-morpholin-3-one). Yield: 92.0%. As a reaction SMILES: CC([O-])(C)C.[K+].[CH2:7]([O:14][C:15]1[CH:20]=[CH:19][C:18]([CH:21]([OH:28])[CH2:22][NH:23][C:24](=[O:27])[CH2:25]Cl)=[CH:17][CH:16]=1)[C:8]1[CH:13]=[CH:12][CH:11]=[CH:10][CH:9]=1>CC(O)(CC)C.C1COCC1>[CH2:7]([O:14][C:15]1[CH:20]=[CH:19][C:18]([CH:21]2[CH2:22][NH:23][C:24](=[O:27])[CH2:25][O:28]2)=[CH:17][CH:16]=1)[C:8]1[CH:13]=[CH:12][CH:11]=[CH:10][CH:9]=1 |f:0.1|. Procedure: To a solution of KOtBu (6.68 g; 59.5 mmol) in 2-methyl-2-butanol (100 mL) was added dropwise a solution of N-[2-(4-benzyloxy-phenyl)-2-hydroxy-ethyl]-2-chloro-acetamide (17.30 g; 54.1 mmol) in THF (100 mL). The resulting mixture was stirred for 1 hour at RT and then concentrated in vacuo. The residue was dissolved in CH2Cl2 and treated with a 1M aqueous solution of HCl, at 0° C. The layers were separated and the aqueous layer extracted with CH2Cl2. The combined organic layers were dried (Na2SO4)...